Dataset: the Open Reaction Database (ORD), a public repository of structured organic reaction records. Task: describe an organic reaction: reactants, conditions, products, and yield Reactants: COC1=C2C(=CC=NC2=CC(=C1)OC)OC1=CC=C(C=C1)N (4-(5,7-dimethoxyquinolin-4-yloxy)phenylamine), FC1=CC=C(C=C1)N1C(N(C=C(C1=O)C(=O)O)CC)=O (3-(4-fluorophenyl)-1-ethyl-2,4-dioxo-1,2,3,4-tetrahydropyrimidine-5-carboxylic acid). Product: COC1=C2C(=CC=NC2=CC(=C1)OC)OC1=CC=C(C=C1)NC(=O)C=1C(N(C(N(C1)CC)=O)C1=CC=C(C=C1)F)=O (1-Ethyl-3-(4-fluorophenyl)-2,4-dioxo-1,2,3,4-tetrahydropyrimidine-5-carboxylic acid [4-(5,7-dimethoxyquinolin-4-yloxy)-phenyl]-amide). Reaction SMILES: [CH3:1][O:2][C:3]1[CH:12]=[C:11]([O:13][CH3:14])[CH:10]=[C:9]2[C:4]=1[C:5]([O:15][C:16]1[CH:21]=[CH:20][C:19]([NH2:22])=[CH:18][CH:17]=1)=[CH:6][CH:7]=[N:8]2.[F:23][C:24]1[CH:29]=[CH:28][C:27]([N:30]2[C:35](=[O:36])[C:34]([C:37](O)=[O:38])=[CH:33][N:32]([CH2:40][CH3:41])[C:31]2=[O:42])=[CH:26][CH:25]=1>>[CH3:1][O:2][C:3]1[CH:12]=[C:11]([O:13][CH3:14])[CH:10]=[C:9]2[C:4]=1[C:5]([O:15][C:16]1[CH:21]=[CH:20][C:19]([NH:22][C:37]([C:34]3[C:35](=[O:36])[N:30]([C:27]4[CH:28]=[CH:29][C:24]([F:23])=[CH:25][CH:26]=4)[C:31](=[O:42])[N:32]([CH2:40][CH3:41])[CH:33]=3)=[O:38])=[CH:18][CH:17]=1)=[CH:6][CH:7]=[N:8]2. Procedure: 1-Ethyl-3-(4-fluorophenyl)-2,4-dioxo-1,2,3,4-tetrahydropyrimidine-5-carboxylic acid [4-(5,7-dimethoxyquinolin-4-yloxy)-phenyl]-amide was synthesized using 4-(5,7-dimethoxyquinolin-4-yloxy)phenylamine and 3-(4-fluorophenyl)-1-ethyl-2,4-dioxo-1,2,3,4-tetrahydropyrimidine-5-carboxylic acid by the method for example 38. mp=128-9° C.; LCMS m/z=557 (M+1); 1H NMR (DMSO) δ: 10.87 (s, 1H), 8.85 (s, 1H), 8.52 (m, 1H), 7.72 (m, 2H), 7.33-7.41 (m, 4H), 7.07 (m, 2H), 6.99 (m, 1H), 6.63 (m, 1H), 6.49 (m, 1H),... Starting materials: FC(C(=O)O)(F)F.FC(C(=O)O)(F)F.FC(C(=O)O)(F)F.N1CC(C1)C=1C(=NC=CN1)C1=CC(=C(C(=O)NC)C=C1)F (4-(3-(Azetidin-3-yl)pyrazin-2-yl)-2-fluoro-N-methylbenzamide tris(2,2,2-trifluoroacetate)), ClC1=NC2=CC(=CC=C2C=N1)Cl (2,7-dichloroquinazoline), C([O-])([O-])=O.[K+].[K+] (potassium carbonate). The solvent is C(CCC)O (butan-1-ol), O (water). Run at temperature 110 celsius, time 18 hour. The product is ClC1=CC=C2C=NC(=NC2=C1)N1CC(C1)C=1C(=NC=CN1)C1=CC(=C(C(=O)NC)C=C1)F (4-(3-(1-(7-chloroquinazolin-2-yl)azetidin-3-yl)pyrazin-2-yl)-2-fluoro-N-methylbenzamide). Isolated yield 92.3%. RXN SMILES: FC(F)(F)C(O)=O.FC(F)(F)C(O)=O.FC(F)(F)C(O)=O.[NH:22]1[CH2:25][CH:24]([C:26]2[C:27]([C:32]3[CH:41]=[CH:40][C:35]([C:36]([NH:38][CH3:39])=[O:37])=[C:34]([F:42])[CH:33]=3)=[N:28][CH:29]=[CH:30][N:31]=2)[CH2:23]1.Cl[C:44]1[N:53]=[CH:52][C:51]2[C:46](=[CH:47][C:48]([Cl:54])=[CH:49][CH:50]=2)[N:45]=1.C(=O)([O-])[O-].[K+].[K+]>C(O)CCC.O>[Cl:54][C:48]1[CH:47]=[C:46]2[C:51]([CH:52]=[N:53][C:44]([N:22]3[CH2:23][CH:24]([C:26]4[C:27]([C:32]5[CH:41]=[CH:40][C:35]([C:36]([NH:38][CH3:39])=[O:37])=[C:34]([F:42])[CH:33]=5)=[N:28][CH:29]=[CH:30][N:31]=4)[CH2:25]3)=[N:45]2)=[CH:50][CH:49]=1 |f:0.1.2.3,5.6.7|. Procedure details: 4-(3-(Azetidin-3-yl)pyrazin-2-yl)-2-fluoro-N-methylbenzamide tris(2,2,2-trifluoroacetate) (0.150 g, 0.239 mmol), 2,7-dichloroquinazoline (0.062 g, 0.310 mmol), and potassium carbonate (0.165 g, 1.19 mmol, Aldrich) were mixed in butan-1-ol (2 mL) in a sealed tube. The reaction mixture was stirred at 110° C. for 18 h. The reaction mixture was cooled to room temperature, diluted with water, and extracted with EtOAc. The organic layer was separated, washed with saturated sodium chloride, dried over ... Starting materials: CC1(CC=C(C=2C=CC(=CC12)C(=O)C=1C=C2C=CC(=CC2=CC1)C(=O)OC)C1=CC=C(C=C1)C)C (methyl 6-(8,8-dimethyl-5-p-tolyl-7,8-dihydro-2-naphthylcarbonyl)-2-naphthalenecarboxylate), O.[OH-].[Li+] (lithium hydroxide hydrate). Product: CC1(CC=C(C=2C=CC(=CC12)C(=O)C=1C=C2C=CC(=CC2=CC1)C(=O)O)C1=CC=C(C=C1)C)C (6-(8,8-Dimethyl-5-p-tolyl-7,8-dihydro-2-naphthylcarbonyl)-2-naphthalenecarboxylic acid). Isolated yield 98.0%. Reaction SMILES: [CH3:1][C:2]1([CH3:35])[C:11]2[CH:10]=[C:9]([C:12]([C:14]3[CH:15]=[C:16]4[C:21](=[CH:22][CH:23]=3)[CH:20]=[C:19]([C:24]([O:26]C)=[O:25])[CH:18]=[CH:17]4)=[O:13])[CH:8]=[CH:7][C:6]=2[C:5]([C:28]2[CH:33]=[CH:32][C:31]([CH3:34])=[CH:30][CH:29]=2)=[CH:4][CH2:3]1.O.[OH-].[Li+]>>[CH3:1][C:2]1([CH3:35])[C:11]2[CH:10]=[C:9]([C:12]([C:14]3[CH:15]=[C:16]4[C:21](=[CH:22][CH:23]=3)[CH:20]=[C:19]([C:24]([OH:26])=[O:25])[CH:18]=[CH:17]4)=[O:13])[CH:8]=[CH:7][C:6]=2[C:5]([C:28]2[CH:29]=[CH:30][C:31]([CH3:34])=[CH:32][CH:33]=2)=[CH:4][CH2:3]1 |f:1.2.3|. Reported procedure: In a manner similar to that of Example 22e, by reacting 0.5 g (1 mmol) of methyl 6-(8,8-dimethyl-5-p-tolyl-7,8-dihydro-2-naphthylcarbonyl)-2-naphthalenecarboxylate (described in Example 22c) with 0.126 g (3 mmol) of lithium hydroxide hydrate, a solid is obtained (0.48 g; yield=98%; m.p.=267° C.). The reactants are O (water), C(CC(=O)[O-])(=O)OCC (monoethyl malonate), C1(CC1)C(=O)Cl (cyclopropanecarbonyl chloride), [Li]CCCC (n-BuLi). Solvent: C1CCOC1 (THF). Run at temperature -65 celsius, time 15 minute. Product: C1(CC1)C(CC(=O)OCC)=O (Ethyl 3-cyclopropyl-3-oxopropanoate). The yield is 36.6%. As a reaction SMILES: [C:1]([O:7][CH2:8][CH3:9])(=[O:6])[CH2:2][C:3]([O-:5])=O.[Li]C[CH2:12][CH2:13][CH3:14].C1(C(Cl)=O)CC1.O>C1COCC1>[CH:12]1([C:3](=[O:5])[CH2:2][C:1]([O:7][CH2:8][CH3:9])=[O:6])[CH2:13][CH2:14]1. Procedure details: To a cooled (-70° C.) solution of monoethyl malonate (33.97 g, 257.10 mmol) in THF (639 mL) was added n-BuLi (1.6M in hexanes, 319 mL, 514.19 mmol) and the mixture was stirred under an argon atmosphere for 15 min. The resulting solution was cooled to -65° C. and cyclopropanecarbonyl chloride (15.55 g, 148.77 mmol) was added. The reaction mixture was stirred for 1 h and then allowed to warm up to room temperature. Some drops of water were added and THF was removed. The residue was taken up in 1N ...